This data is from the Open Reaction Database (ORD), a public repository of structured organic reaction records. The task is: describe an organic reaction: reactants, conditions, products, and yield The reactants are C1CCCCC1, CO, CCOCC, CCCc1ncc2cc(Cl)nc(Cl)n12, CCCc1ncc2cc(Cl)nc(N)n12, N, O. Yields the product CCCc1ncc2cc(Cl)nc(OC)n12. Reaction SMILES: [CH2:32]1[CH2:33][CH2:34][CH2:35][CH2:36][CH2:37]1.[CH3:1][OH:2].[CH3:38][CH2:39][O:40][CH2:41][CH3:42].[Cl:4][c:5]1[n:6][c:7]([Cl:17])[cH:8][c:9]2[n:10]1[c:11]([CH2:14][CH2:15][CH3:16])[n:12][cH:13]2.[NH2:18][c:19]1[n:20]2[c:21]([CH2:22][CH2:23][CH3:24])[n:25][cH:26][c:27]2[cH:28][c:29]([Cl:30])[n:31]1.[NH3:3].[OH2:43]>>[CH3:1][O:2][c:5]1[n:6][c:7]([Cl:17])[cH:8][c:9]2[n:10]1[c:11]([CH2:14][CH2:15][CH3:16])[n:12][cH:13]2. Reactants: C(C1=CC=CC=C1)OC1=CC=C(OCC(CNCCCNC2=C(C=CC=C2C)C)O)C=C1 (1-(4-Benzyloxyphenoxy)-3-[3-(2,6-dimethylphenylamino)-propylamino]-propan-2-ol). The reagents and catalysts are [Pd] (palladium-charcoal). Solvent: CO (methanol). Yields the product OC1=CC=C(OCC(CNCCCNC2=C(C=CC=C2C)C)O)C=C1 (1-(4-Hydroxyphenoxy)-3-[3-(2,6-dimethylphenylamino)-propylamino]-propan-2-ol). As a reaction SMILES: C([O:8][C:9]1[CH:32]=[CH:31][C:12]([O:13][CH2:14][CH:15]([OH:30])[CH2:16][NH:17][CH2:18][CH2:19][CH2:20][NH:21][C:22]2[C:27]([CH3:28])=[CH:26][CH:25]=[CH:24][C:23]=2[CH3:29])=[CH:11][CH:10]=1)C1C=CC=CC=1>[Pd].CO>[OH:8][C:9]1[CH:10]=[CH:11][C:12]([O:13][CH2:14][CH:15]([OH:30])[CH2:16][NH:17][CH2:18][CH2:19][CH2:20][NH:21][C:22]2[C:23]([CH3:29])=[CH:24][CH:25]=[CH:26][C:27]=2[CH3:28])=[CH:31][CH:32]=1. Reported procedure: 2.5 g. 1-(4-Benzyloxyphenoxy)-3-[3-(2,6-dimethylphenylamino)-propylamino]-propan-2-ol are hydrogenated in 200 ml. methanol in the presence of 0.25 g. palladium-charcoal (10%). The colorless oil (2.0 g.) obtained after suction filtration and evaporation of the filtrate is dissolved in ethanol. By adding an ethanolic solution of oxalic acid, the corresponding oxalate is precipitated out and recrystallized twice from ethanol. There is obtained 1.0 g. (45% of theory) of the desired product in the fo...